This data is from the Open Reaction Database (ORD), a public repository of structured organic reaction records. The task is: describe an organic reaction: reactants, conditions, products, and yield Starting materials: [Si](C)(C)(C(C)(C)C)O[C@@H]1[C@H](CCCC1)N1C(C=2C=C(C3=C(C2C1C)C=CC=C3)CN3CCC(CC3)(C#N)C3=NC=CC=C3)=O (1-({2-[(1S,2S)-2-{[tert-butyl(dimethyl)silyl]oxy}cyclohexyl]-1-methyl-3-oxo-2,3-dihydro-1H-benzo[e]isoindol-5-yl}methyl)-4-(pyridin-2-yl)piperidine-4-carbonitrile), N1=CC=CC=C1.F (hydrogen fluoride pyridine), C([O-])(O)=O.[Na+] (sodium bicarbonate). Run in N1=CC=CC=C1 (pyridine). Reaction conditions: time 15 hour. The product is O[C@@H]1[C@H](CCCC1)N1C(C=2C=C(C3=C(C2C1C)C=CC=C3)CN3CCC(CC3)(C#N)C3=NC=CC=C3)=O (1-({2-[(1S,2S)-2-Hydroxycyclohexyl]-1-methyl-3-oxo-2,3-dihydro-1H-benzo[e]isoindol-5-yl}methyl)-4-(pyridine-2-yl)piperidine-4-carbonitrile). RXN SMILES: [Si]([O:8][C@H:9]1[CH2:14][CH2:13][CH2:12][CH2:11][C@@H:10]1[N:15]1[CH:23]([CH3:24])[C:22]2[C:21]3[CH:25]=[CH:26][CH:27]=[CH:28][C:20]=3[C:19]([CH2:29][N:30]3[CH2:35][CH2:34][C:33]([C:38]4[CH:43]=[CH:42][CH:41]=[CH:40][N:39]=4)([C:36]#[N:37])[CH2:32][CH2:31]3)=[CH:18][C:17]=2[C:16]1=[O:44])(C(C)(C)C)(C)C.N1C=CC=CC=1.F.C(=O)(O)[O-].[Na+]>N1C=CC=CC=1>[OH:8][C@H:9]1[CH2:14][CH2:13][CH2:12][CH2:11][C@@H:10]1[N:15]1[CH:23]([CH3:24])[C:22]2[C:21]3[CH:25]=[CH:26][CH:27]=[CH:28][C:20]=3[C:19]([CH2:29][N:30]3[CH2:31][CH2:32][C:33]([C:38]4[CH:43]=[CH:42][CH:41]=[CH:40][N:39]=4)([C:36]#[N:37])[CH2:34][CH2:35]3)=[CH:18][C:17]=2[C:16]1=[O:44] |f:1.2,3.4|. Reported procedure: To a solution of 1-({2-[(1S,2S)-2-{[tert-butyl(dimethyl)silyl]oxy}cyclohexyl]-1-methyl-3-oxo-2,3-dihydro-1H-benzo[e]isoindol-5-yl}methyl)-4-(pyridin-2-yl)piperidine-4-carbonitrile (0.120 g, 0.197 mmol) in 0.1 mL of pyridine was added hydrogen fluoride pyridine (0.098 g, 0.98 mmol). After 15 hr, the mixture was treated with saturated aqueous sodium bicarbonate and extracted 2× with ethyl acetate. The combined organic extracts were washed with brine, dried with magnesium sulfate, filtered, and con... Reactants: COC1=C(C=CC=C1)O (2-methoxyphenol), C([O-])([O-])=O.[K+].[K+] (potassium carbonate), ethyl ether hexanes, BrCCNC(OC(C)(C)C)=O (tert-butyl 2-bromoethylcarbamate). Run in CN(C=O)C (dimethylformamide). Run at time 24 hour. Yields the product COC1=C(OCCNC(OC(C)(C)C)=O)C=CC=C1 (tert-butyl 2-(2-methoxyphenoxy)ethylcarbamate). Yield: 97.3%. As a reaction SMILES: [CH3:1][O:2][C:3]1[CH:8]=[CH:7][CH:6]=[CH:5][C:4]=1[OH:9].C(=O)([O-])[O-].[K+].[K+].Br[CH2:17][CH2:18][NH:19][C:20](=[O:26])[O:21][C:22]([CH3:25])([CH3:24])[CH3:23]>CN(C)C=O>[CH3:1][O:2][C:3]1[CH:8]=[CH:7][CH:6]=[CH:5][C:4]=1[O:9][CH2:17][CH2:18][NH:19][C:20](=[O:26])[O:21][C:22]([CH3:25])([CH3:24])[CH3:23] |f:1.2.3|. Procedure details: A mixture of 2-methoxyphenol (9.8 mL, 89.3 mmol), dimethylformamide (100 mL) and potassium carbonate (61.5 g, 445 mmol) was stirred at 23° C. while as tert-butyl 2-bromoethylcarbamate (20 g, 89.3 mmol) was added. The mixture was stirred for 24 hours and then poured into ethyl ether:hexanes (1:1, 400 mL) and was washed with water (5×50 mL). The aqueous layer was extracted with ethyl ether:hexanes (1:1, 3×40 mL) and the combined organic layers were dried (Na2SO4) and concentrated in vacuo to provi... The reactants are FCC(C(F)(F)F)(C(C(CC)(F)F)(F)F)O (2-fluoromethyl-1,1,1,3,3,4,4-heptafluoro-2-hexanol), CCC(C(CC)=O)=O (3,4-hexanedione). The product is FC(CC)(C(CC)(F)F)F (3,3,4,4-tetrafluorohexane). Reaction SMILES: F[CH2:2][C:3](O)([C:8]([F:15])([F:14])[C:9]([F:13])([F:12])[CH2:10][CH3:11])C(F)(F)F.CCC(=O)C(=O)CC>>[F:12][C:9]([F:13])([C:8]([F:15])([F:14])[CH2:3][CH3:2])[CH2:10][CH3:11]. Reported procedure: As another example, 2-fluoromethyl-1,1,1,3,3,4,4-heptafluoro-2-hexanol may be prepared by fluorinating commercially available 3,4-hexanedione to form 3,3,4,4-tetrafluorohexane which may then be dehydrogenated to form 3,3,4,4-tetrafluoro-1-hexene. CF3 may then be added to the 3,3,4,4-tetrafluoro-1-hexene to form 2-trifluoromethyl-1,3,3,4,4-pentafluorohexane which may then be dehydrogenated to form 2-trifluoromethyl-1,3,3,4,4-pentafluoro-1-hexene. The 2-trifluoromethyl-1,3,3,4,4-pentafluoro-1-hexe...